Task: describe an organic reaction: reactants, conditions, products, and yield. Dataset: the Open Reaction Database (ORD), a public repository of structured organic reaction records Starting materials: C(C)C1(COC(OC1)=O)COC(C(=C)C)=O (5-ethyl-5-methacryloyloxymethyl-2-oxo-1,3-dioxane), CO (methanol), C1(=CC=C(C=C1)S(=O)(=O)O)C (p-toluenesulfonic acid). Solvent: ClCCCl (1,2-dichloroethane). Conditions: temperature 40 celsius, time 2 hour. Product: C(C)C(CO)(COC(=O)OC)COC(C(=C)C)=O (2-Ethyl-2-methacryloyloxymethyl-3-methoxycarbonyloxypropanol). Reaction SMILES: [CH2:1]([C:3]1([CH2:10][O:11][C:12](=[O:16])[C:13]([CH3:15])=[CH2:14])[CH2:8][O:7][C:6](=[O:9])[O:5][CH2:4]1)[CH3:2].[CH3:17][OH:18].C1(C)C=CC(S(O)(=O)=O)=CC=1>ClCCCl>[CH2:1]([C:3]([CH2:10][O:11][C:12](=[O:16])[C:13]([CH3:15])=[CH2:14])([CH2:8][O:7][C:6]([O:5][CH3:4])=[O:9])[CH2:17][OH:18])[CH3:2]. Procedure: 11.4 g of 5-ethyl-5-methacryloyloxymethyl-2-oxo-1,3-dioxane, 3.2 g of methanol and 0.285 g of p-toluenesulfonic acid were dissolved in 100 g of 1,2-dichloroethane. The solution was stirred for 2 hours at 40° C. and evaporated in vacuo to remove the solvent. After removing white precipitates by filtration, the residue was further concentrated whereupon the title compound was recovered as a colorless oil. The reactants are CS(C)=O, CCOC(C)=O, CCN(C(C)C)C(C)C, Clc1ccc(Oc2cccc(CN3CCNCC3)c2)cc1, Cl, O=C(Nc1cnc2cccnn12)Oc1ccccc1. The product is O=C(Nc1cnc2cccnn12)N1CCN(Cc2cccc(Oc3ccc(Cl)cc3)c2)CC1. Reaction SMILES: [CH3:51][S:52]([CH3:53])=[O:54].[CH3:55][CH2:56][O:57][C:58]([CH3:59])=[O:60].[CH:23]([N:24]([CH:25]([CH3:26])[CH3:27])[CH2:28][CH3:29])([CH3:30])[CH3:31].[Cl:2][c:3]1[cH:4][cH:5][c:6]([O:7][c:8]2[cH:9][c:10]([CH2:11][N:12]3[CH2:13][CH2:14][NH:15][CH2:16][CH2:17]3)[cH:18][cH:19][cH:20]2)[cH:21][cH:22]1.[ClH:1].[c:32]1([O:38][C:39](=[O:33])[NH:40][c:41]2[cH:42][n:43][c:44]3[n:45]2[n:46][cH:47][cH:48][cH:49]3)[cH:34][cH:35][cH:36][cH:37][cH:50]1>>[Cl:2][c:3]1[cH:4][cH:5][c:6]([O:7][c:8]2[cH:9][c:10]([CH2:11][N:12]3[CH2:13][CH2:14][N:15]([C:39](=[O:38])[NH:40][c:41]4[cH:42][n:43][c:44]5[n:45]4[n:46][cH:47][cH:48][cH:49]5)[CH2:16][CH2:17]3)[cH:18][cH:19][cH:20]2)[cH:21][cH:22]1. Procedure: The new route to Michael acceptors enabled expansion of the structural diversity of these intermediates. Diethoxymethyl Michael acceptor 1b was prepared from commercially available diethoxyacetonitrile in analogy with the synthesis of 1a. Transacetalization of diethoxyacetal 1b with 1,3-propanediol in benzene/TsOH afforded 1,3-dioxane 1c in 64% yield. On the other hand, attempted transacetalization of 1b with ethylene glycol gave an inseparable mixture consisting of 1,3-dioxolane 1d and a by-pro... Yields the product diethoxyacetal, C(CCO)O (1,3-propanediol), O1COCCC1 (1,3-dioxane). Solvent: C1=CC=CC=C1.CC=1C=CC(=CC1)S(=O)(=O)O (benzene TsOH). Starting materials: C(C)OC(C#N)OCC (diethoxyacetonitrile), COC(OC)C(=O)C(OC)OC (dimethoxymethyl ketone). RXN SMILES: [CH2:1]([O:3][CH:4]([O:7][CH2:8][CH3:9])C#N)C.C[O:11][CH:12]([C:15]([CH:17](OC)[O:18]C)=O)OC>C1C=CC=CC=1.CC1C=CC(S(O)(=O)=O)=CC=1>[CH2:17]([OH:18])[CH2:15][CH2:12][OH:11].[O:3]1[CH2:1][CH2:9][CH2:8][O:7][CH2:4]1 |f:2.3|. Reactants: OC1=C(C(=O)C2=C(C=C(C=C2)O)O)C=CC(=C1)O (2,4,2',4'-tetrahydroxybenzophenone), CC(CC(=O)Cl)CC (3-methyl valeroylchloride). Solvent: N1=CC=CC=C1 (pyridine). Product: CC(CC(=O)OC1=C(C(=O)C2=C(C=C(C=C2)OC(CC(CC)C)=O)OC(CC(CC)C)=O)C=CC(=C1)OC(CC(CC)C)=O)CC (2,2',4,4'-tetra(3-methylvaleroyloxy)benzophenone). As a reaction SMILES: [OH:1][C:2]1[CH:17]=[C:16]([OH:18])[CH:15]=[CH:14][C:3]=1[C:4]([C:6]1[CH:11]=[CH:10][C:9]([OH:12])=[CH:8][C:7]=1[OH:13])=[O:5].[CH3:19][CH:20]([CH2:25][CH3:26])[CH2:21][C:22](Cl)=[O:23]>N1C=CC=CC=1>[CH3:19][CH:20]([CH2:25][CH3:26])[CH2:21][C:22]([O:1][C:2]1[CH:17]=[C:16]([O:18][C:22](=[O:23])[CH2:21][CH:20]([CH3:19])[CH2:25][CH3:26])[CH:15]=[CH:14][C:3]=1[C:4]([C:6]1[CH:11]=[CH:10][C:9]([O:12][C:22](=[O:23])[CH2:21][CH:20]([CH3:19])[CH2:25][CH3:26])=[CH:8][C:7]=1[O:13][C:22](=[O:23])[CH2:21][CH:20]([CH3:19])[CH2:25][CH3:26])=[O:5])=[O:23]. Procedure details: A solution of 1.2 g (0.005 mole) of 2,4,2',4'-tetrahydroxybenzophenone and 3 g (0.025 mole) of 3-methyl valeroylchloride was warmed to 50° C. for 4 hrs. in 50 mls of dry pyridine. Solvent removal via rotary evaporator left an oil. This was partitioned between H2O and CH2Cl2. The organic layer was washed with K2CO3 solution (5%) and dried over MgSO4. After filtration and solvent removal the product remained an oil; 2.5 g (78%) yield. The reactants are Cc1ccc2[nH]cc(C=O)c2c1, COc1cc(C(C)=O)cc(OC)c1OC. The product is COc1cc(C(=O)C=Cc2c[nH]c3ccc(C)cc23)cc(OC)c1OC. As a reaction SMILES: [CH3:16][c:17]1[cH:18][c:19]2[c:20]([CH:26]=[O:27])[cH:21][nH:22][c:23]2[cH:24][cH:25]1.[CH3:1][O:2][c:3]1[cH:4][c:5]([C:13]([CH3:14])=[O:15])[cH:6][c:7]([O:11][CH3:12])[c:8]1[O:9][CH3:10]>>[CH3:1][O:2][c:3]1[cH:4][c:5]([C:13]([CH:14]=[CH:26][c:20]2[c:19]3[cH:18][c:17]([CH3:16])[cH:25][cH:24][c:23]3[nH:22][cH:21]2)=[O:15])[cH:6][c:7]([O:11][CH3:12])[c:8]1[O:9][CH3:10].